From a dataset of the Open Reaction Database (ORD), a public repository of structured organic reaction records. describe an organic reaction: reactants, conditions, products, and yield The reactants are α,β-unsaturated ester, S(=O)(=O)([O-])[O-].O[NH3+].O[NH3+] (hydroxylammonium sulfate), [OH-].[Na+] (sodium hydroxide), α,β-unsaturated carbonyl, C(C)O (ethanol). Solvent: C(C)(=O)O (acetic acid). Reaction conditions: time 60 minute. Yields the product S(=O)(=O)(O)O.NO.C(C)O (Hydroxylamine Sulfate Ethanol). As a reaction SMILES: [S:1]([O-:5])([O-:4])(=[O:3])=[O:2].[OH:6][NH3+:7].O[NH3+].[OH-].[Na+].[CH2:12]([OH:14])[CH3:13]>C(O)(=O)C>[S:1]([OH:5])([OH:4])(=[O:3])=[O:2].[NH2:7][OH:6].[CH2:12]([OH:14])[CH3:13] |f:0.1.2,3.4,7.8.9|. Reported procedure: A mixture was prepared from 25% aqueous hydroxylammonium sulfate (39.0 g, 0.060 mol) and 50% aqueous sodium hydroxide (9.6 g, 0.12 mol). 40 mL of ethanol was then added and the mixture was allowed to cool to room temperature and filtered to remove sodium sulfate. The filtered solution was placed in a 250-mL, 3-necked flask equipped with a reflux condenser, thermometer, heating mantle, stirrer, pH electrode, and dropping funnel. Then an α,β-unsaturated ester (ethyl crotonate or ethyl acrylate) (0... Reactants: ClC=1C=C(C=2N(N1)C(=CN2)C2=CC(=C(C(=O)NC1CC1)C=C2)C)NCC(C)C (4-[6-chloro-8-(isobutylamino)imidazo[1,2-b]pyridazin-3-yl]-N-cyclopropyl-2-methylbenzamide), C([O-])(O)=O.[Na+] (sodiumbicarbonate), N1N=CC=C1B(O)O (1H-pyrazol-5-yl boronic acid), Tetrakis(triphenylphosphin)palladium. Run in C(C)O (ethanol), C1(=CC=CC=C1)C (toluene). Reaction conditions: temperature 120 celsius, time 2 hour. The product is C1(CC1)NC(C1=C(C=C(C=C1)C1=CN=C2N1N=C(C=C2NCC(C)C)C2=CC=NN2)C)=O (N-cyclopropyl-2-methyl-4-{8-[(2-methylpropyl)amino]-6-(1H-pyrazol-5-yl) imidazo[1,2-b]pyridazin-3-yl}benzamide). The yield is 30.4%. RXN SMILES: Cl[C:2]1[CH:3]=[C:4]([NH:24][CH2:25][CH:26]([CH3:28])[CH3:27])[C:5]2[N:6]([C:8]([C:11]3[CH:22]=[CH:21][C:14]([C:15]([NH:17][CH:18]4[CH2:20][CH2:19]4)=[O:16])=[C:13]([CH3:23])[CH:12]=3)=[CH:9][N:10]=2)[N:7]=1.[NH:29]1[C:33](B(O)O)=[CH:32][CH:31]=[N:30]1.C(=O)(O)[O-].[Na+]>C(O)C.C1(C)C=CC=CC=1>[CH:18]1([NH:17][C:15](=[O:16])[C:14]2[CH:21]=[CH:22][C:11]([C:8]3[N:6]4[N:7]=[C:2]([C:31]5[NH:30][N:29]=[CH:33][CH:32]=5)[CH:3]=[C:4]([NH:24][CH2:25][CH:26]([CH3:28])[CH3:27])[C:5]4=[N:10][CH:9]=3)=[CH:12][C:13]=2[CH3:23])[CH2:20][CH2:19]1 |f:2.3|. Procedure: To a mixture of 125 mg (314 μmol) 4-[6-chloro-8-(isobutylamino)imidazo[1,2-b]pyridazin-3-yl]-N-cyclopropyl-2-methylbenzamide, which was prepared according to example 194a, 111 mg (942 μmol) 1H-pyrazol-5-yl boronic acid, 44 mg Tetrakis(triphenylphosphin)palladium in 2 mL of ethanol and 2 mL of toluene was added 0.63 mL of an aqueous 10% sodiumbicarbonate solution and the mixture was stirred at 120° C. for 2 hours under microwave irradiation. Then the mixture was filtered and concentrated and puri...